Dataset: the Open Reaction Database (ORD), a public repository of structured organic reaction records. Task: describe an organic reaction: reactants, conditions, products, and yield Starting materials: COC=1C=C(C=CC1OCC#CC1=CC=C(C=C1)Cl)CCNC([C@H](C(C)C)NC(=O)OCCCC)=O ((S)-2-(butoxycarbonyl-amino)-3-methyl-butyric acid N-[2-{3-methoxy-4-(3-(4-chlorophenyl)-2-propyn-1-yloxy)-phenyl}-ethyl]-amide), Cl (hydrochloric acid), [OH-].[Na+] (sodium hydroxide), Cl (hydrochloric acid). The solvent is C(C)OCC (diethyl ether), ClCCl (dichloromethane), C(C)OCC (diethyl ether). Run at time 8 hour. Yields the product COC=1C=C(C=CC1OCC#CC1=CC=C(C=C1)Cl)CCNC([C@H](C(C)C)N)=O ((S)-2-amino-3-methyl-butyric acid N-[2-{3-methoxy-4-(3-(4-chlorophenyl)-2-propyn-1-yloxy)-phenyl}-ethyl]-amide). Reaction SMILES: [CH3:1][O:2][C:3]1[CH:4]=[C:5]([CH2:20][CH2:21][NH:22][C:23](=[O:36])[C@@H:24]([NH:28]C(OCCCC)=O)[CH:25]([CH3:27])[CH3:26])[CH:6]=[CH:7][C:8]=1[O:9][CH2:10][C:11]#[C:12][C:13]1[CH:18]=[CH:17][C:16]([Cl:19])=[CH:15][CH:14]=1.Cl.[OH-].[Na+]>C(OCC)C.ClCCl>[CH3:1][O:2][C:3]1[CH:4]=[C:5]([CH2:20][CH2:21][NH:22][C:23](=[O:36])[C@@H:24]([NH2:28])[CH:25]([CH3:27])[CH3:26])[CH:6]=[CH:7][C:8]=1[O:9][CH2:10][C:11]#[C:12][C:13]1[CH:18]=[CH:17][C:16]([Cl:19])=[CH:15][CH:14]=1 |f:2.3|. Reported procedure: 5.8 g of (S)-2-(butoxycarbonyl-amino)-3-methyl-butyric acid N-[2-{3-methoxy-4-(3-(4-chlorophenyl)-2-propyn-1-yloxy)-phenyl}-ethyl]-amide and 5 g of concentrated hydrochloric acid are stirred for 10 minutes in a mixture of 20 ml of diethyl ether and 20 ml of dichloromethane at 0° C. Stirring is continued overnight at room temperature. The reaction mixture is introduced into 100 ml of 2N hydrochloric acid and extraction is carried out twice using 150 ml of diethyl ether each time. The aqueous phas... Starting materials: O=C([O-])[O-], CN(C)C=O, ClCn1cnnc1Cl, [K+], [K+], Oc1ccc(Oc2ccccc2)cc1, O. The product is Clc1nncn1COc1ccc(Oc2ccccc2)cc1. As a reaction SMILES: [C:15](=[O:16])([O-:17])[O-:18].[CH3:30][N:31]([CH3:32])[CH:33]=[O:34].[Cl:21][c:22]1[n:23]([CH2:27][Cl:28])[cH:24][n:25][n:26]1.[K+:19].[K+:20].[O:1]([c:2]1[cH:3][cH:4][cH:5][cH:6][cH:7]1)[c:8]1[cH:9][cH:10][c:11]([OH:14])[cH:12][cH:13]1.[OH2:29]>>[O:1]([c:2]1[cH:3][cH:4][cH:5][cH:6][cH:7]1)[c:8]1[cH:9][cH:10][c:11]([O:14][CH2:27][n:23]2[c:22]([Cl:21])[n:26][n:25][cH:24]2)[cH:12][cH:13]1. Reactants: CN1CCNCC1 (N-methylpiperazine), CCN=C=NCCCN(C)C (WSC), C(C)(C)N(CC)C(C)C (diisopropyl-ethylamine), Cl.C(C)(=O)NC1=CC=C(C=C1)C1=NC(=NC(=C1C#N)N)SCC1=CC=CC(=N1)CCC(=O)O (3-{6-[4-(4-acetylaminophenyl)-6-amino-5-cyano-pyrimidin-2-ylsulfanylmethyl]pyridin-2-yl}propionic acid hydrochloride). Run in C(Cl)Cl (methylene chloride), [Cl-].[Na+].O (brine). Run at time 8 hour. Product: NC1=C(C(=NC(=N1)SCC1=NC(=CC=C1)CCC(=O)N1CCN(CC1)C)C1=CC=C(C=C1)NC(C)=O)C#N (N-[4-(6-amino-5-cyano-2-{6-[3-(4-methylpiperazin-1-yl)-3-oxopropyl]pyridin-2-ylmethylsulfanyl}pyrimidin-4-yl)phenyl]-acetamide). Reaction SMILES: Cl.[C:2]([NH:5][C:6]1[CH:11]=[CH:10][C:9]([C:12]2[C:17]([C:18]#[N:19])=[C:16]([NH2:20])[N:15]=[C:14]([S:21][CH2:22][C:23]3[N:28]=[C:27]([CH2:29][CH2:30][C:31](O)=[O:32])[CH:26]=[CH:25][CH:24]=3)[N:13]=2)=[CH:8][CH:7]=1)(=[O:4])[CH3:3].[CH3:34][N:35]1[CH2:40][CH2:39][NH:38][CH2:37][CH2:36]1.CCN=C=NCCCN(C)C.C(N(C(C)C)CC)(C)C>C(Cl)Cl.[Cl-].[Na+].O>[NH2:20][C:16]1[N:15]=[C:14]([S:21][CH2:22][C:23]2[CH:24]=[CH:25][CH:26]=[C:27]([CH2:29][CH2:30][C:31]([N:38]3[CH2:39][CH2:40][N:35]([CH3:34])[CH2:36][CH2:37]3)=[O:32])[N:28]=2)[N:13]=[C:12]([C:9]2[CH:10]=[CH:11][C:6]([NH:5][C:2](=[O:4])[CH3:3])=[CH:7][CH:8]=2)[C:17]=1[C:18]#[N:19] |f:0.1,6.7.8|. Reported procedure: The compound of Example 45 (100 mg) was suspended in 2 mL of methylene chloride. To the suspension were added 34 μL of N-methylpiperazine, 79 mg of WSC and 72 μL of diisopropyl-ethylamine, and the mixture was stirred at room temperature overnight. To the reaction mixture was added brine, the mixture was extracted with ethyl acetate. The organic layer was washed with brine, dried over anhydrous magnesium sulfate, and concentrated under reduced pressure. The residue was purified by chromatography ... The reactants are B1(OB(OB(O1)C=C)C=C)C=C.C1=CC=NC=C1 (2,4,6-trivinylcyclotriboroxane-pyridine complex), [bis(diphenylphosphino)ferrocene]dichloropalladium, C([O-])([O-])=O.[K+].[K+] (potassium carbonate), O (water), FC(S(=O)(=O)OC1=C2CNC(C2=C(C=C1)C=1N(C2=CC=C(C=C2C1)CN1CCN(CC1)CCO[Si](C)(C)C(C)(C)C)C(=O)OC(C)(C)C)=O)(F)F (4-trifluoromethanesulfonyloxy-7-{1-(tert-butoxycarbonyl)-5-[4-(2-tert-butyldimethylsilyloxyethyl)pyperazin-1-ylmethyl]indol-2-yl}isoindolinone). Solvent: C(OC)COC (dimethoxyethane). The product is C(=C)C1=C2CNC(C2=C(C=C1)C=1N(C2=CC=C(C=C2C1)CN1CCN(CC1)CCO[Si](C)(C)C(C)(C)C)C(=O)OC(C)(C)C)=O (4-vinyl-7-{1-(tert-butoxycarbonyl)-5-[4-(2-tert-butyldimethylsilyloxyethyl)pyperazin-1-ylmethyl]indol-2-yl}isoindolinone). The yield is 82.0%. As a reaction SMILES: FC(F)(F)S(O[C:7]1[CH:15]=[CH:14][C:13]([C:16]2[N:17]([C:42]([O:44][C:45]([CH3:48])([CH3:47])[CH3:46])=[O:43])[C:18]3[C:23]([CH:24]=2)=[CH:22][C:21]([CH2:25][N:26]2[CH2:31][CH2:30][N:29]([CH2:32][CH2:33][O:34][Si:35]([C:38]([CH3:41])([CH3:40])[CH3:39])([CH3:37])[CH3:36])[CH2:28][CH2:27]2)=[CH:20][CH:19]=3)=[C:12]2[C:8]=1[CH2:9][NH:10][C:11]2=[O:49])(=O)=O.B1(C=C)OB([CH:58]=[CH2:59])OB(C=C)O1.C1C=CN=CC=1.C(=O)([O-])[O-].[K+].[K+].O>C(COC)OC>[CH:58]([C:7]1[CH:15]=[CH:14][C:13]([C:16]2[N:17]([C:42]([O:44][C:45]([CH3:46])([CH3:47])[CH3:48])=[O:43])[C:18]3[C:23]([CH:24]=2)=[CH:22][C:21]([CH2:25][N:26]2[CH2:31][CH2:30][N:29]([CH2:32][CH2:33][O:34][Si:35]([C:38]([CH3:41])([CH3:39])[CH3:40])([CH3:37])[CH3:36])[CH2:28][CH2:27]2)=[CH:20][CH:19]=3)=[C:12]2[C:8]=1[CH2:9][NH:10][C:11]2=[O:49])=[CH2:59] |f:1.2,3.4.5|. Procedure details: In a similar manner to Step 1 of Example 152, 4-trifluoromethanesulfonyloxy-7-{1-(tert-butoxycarbonyl)-5-[4-(2-tert-butyldimethylsilyloxyethyl)pyperazin-1-ylmethyl]indol-2-yl}isoindolinone (46.0 mg, 0.0611 mmol) was dissolved in dimethoxyethane (2.8 mL), and the solution was treated with 2,4,6-trivinylcyclotriboroxane-pyridine complex (32 mg, 0.13 mmol), [bis(diphenylphosphino)ferrocene]dichloropalladium (4.4 mg, 0.0054 mmol), potassium carbonate (46 mg, 0.34 mmol) and water (0.024 mL), followed... Reactants: ClC1=C(C=CC(=C1)CCC1(OC(CC(C1)=O)=O)C1CCCC1)C(C#N)(C)C (2-{2-chloro-4-[2-(2-cyclopentyl-4,6-dioxo-tetrahydro-pyran-2-yl)-ethyl]-phenyl}-2-methyl-propionitrile), CC1=NC=2N(C(=C1)C)N=C(N2)C=O (5,7-dimethyl-[1,2,4]triazolo[1,5-a]pyrimidine-2-carbaldehyde), ClC=1C=C(C=C(C1OC)CC)CCC1(CC(CC(O1)=O)=O)C1CCCC1 (6-[2-(3-chloro-5-ethyl-4-methoxy-phenyl)-ethyl]-6-cyclopentyl-dihydro-pyran-2,4-dione), CN1N=C(N=C1C=O)C (2,5-dimethyl-2H-[1,2,4]triazole-3-carbaldehyde). Run in O (H2O). The product is ClC1=C(C=CC(=C1)CCC1(OC(C(=C(C1)O)CC1=NC(=NN1C)C)=O)C1CCCC1)C(C#N)(C)C (2-[2-Chloro-4-(2-{2-cyclopentyl-5-[(1,3-dimethyl-1H-1,2,4-triazol-5-yl)methyl]-4-hydroxy-6-oxo-3,6-dihydro-2H-pyran-2-yl}ethyl)phenyl]-2-methylpropanenitrile). RXN SMILES: [Cl:1][C:2]1[CH:7]=[C:6]([CH2:8][CH2:9][C:10]2([CH:18]3[CH2:22][CH2:21][CH2:20][CH2:19]3)[CH2:15][C:14](=[O:16])[CH2:13][C:12](=[O:17])[O:11]2)[CH:5]=[CH:4][C:3]=1[C:23]([CH3:27])([CH3:26])[C:24]#[N:25].ClC1C=C(CCC2(C3CCCC3)OC(=O)CC(=O)C2)C=C(CC)C=1OC.[CH3:54][N:55]1[C:59]([CH:60]=O)=[N:58][C:57]([CH3:62])=[N:56]1.CC1C=C(C)N2N=C(C=O)N=C2N=1>O>[Cl:1][C:2]1[CH:7]=[C:6]([CH2:8][CH2:9][C:10]2([CH:18]3[CH2:19][CH2:20][CH2:21][CH2:22]3)[CH2:15][C:14]([OH:16])=[C:13]([CH2:60][C:59]3[N:55]([CH3:54])[N:56]=[C:57]([CH3:62])[N:58]=3)[C:12](=[O:17])[O:11]2)[CH:5]=[CH:4][C:3]=1[C:23]([CH3:27])([CH3:26])[C:24]#[N:25]. Procedure: The title compound was prepared analogously to example A(1): where 2-{2-chloro-4-[2-(2-cyclopentyl-4,6-dioxo-tetrahydro-pyran-2-yl)-ethyl]-phenyl}-2-methyl-propionitrile.from step 5 below, was substituted in place of 6-[2-(3-chloro-5-ethyl-4-methoxy-phenyl)-ethyl]-6-cyclopentyl-dihydro-pyran-2,4-dione and 2,5-dimethyl-2H-[1,2,4]triazole-3-carbaldehyde was substituted instead of 5,7-dimethyl-[1,2,4]triazolo[1,5-a]pyrimidine-2-carbaldehyde in that example. 1H NMR (300 MHz, DMSO-d6): δ 1.47–1.74 (m...